This data is from the Open Reaction Database (ORD), a public repository of structured organic reaction records. The task is: describe an organic reaction: reactants, conditions, products, and yield Reactants: ClC1=C(C=CC=C1)C=1OC2=C(C(=CC(=C2C(C1)=O)OC)OC)[C@H]1[C@@H](N(CC1)C)CN1C=NC=C1 ((±)-trans-2-(2-Chloro-phenyl)-8-(2-imidazol-1-ylmethyl-1-methyl-pyrrolidin-3-yl)-5,7-dimethoxy-chromen-4-one), Cl.N1=CC=CC=C1 (pyridine hydrochloride). Product: ClC1=C(C=CC=C1)C=1OC2=C(C(=CC(=C2C(C1)=O)O)O)[C@H]1[C@@H](N(CC1)C)CN1C=NC=C1 ((±)-trans-2-(2-Chloro-phenyl)-5,7-dihydroxy-8-(2-imidazol-1-ylmethyl-1-methyl-pyrrolidin-3-yl)-chromen-4-one). RXN SMILES: [Cl:1][C:2]1[CH:7]=[CH:6][CH:5]=[CH:4][C:3]=1[C:8]1[O:9][C:10]2[C:15]([C:16](=[O:18])[CH:17]=1)=[C:14]([O:19]C)[CH:13]=[C:12]([O:21]C)[C:11]=2[C@@H:23]1[CH2:27][CH2:26][N:25]([CH3:28])[C@H:24]1[CH2:29][N:30]1[CH:34]=[CH:33][N:32]=[CH:31]1.Cl.N1C=CC=CC=1>>[Cl:1][C:2]1[CH:7]=[CH:6][CH:5]=[CH:4][C:3]=1[C:8]1[O:9][C:10]2[C:15]([C:16](=[O:18])[CH:17]=1)=[C:14]([OH:19])[CH:13]=[C:12]([OH:21])[C:11]=2[C@@H:23]1[CH2:27][CH2:26][N:25]([CH3:28])[C@H:24]1[CH2:29][N:30]1[CH:34]=[CH:33][N:32]=[CH:31]1 |f:1.2|. Reported procedure: A mixture of compound of example 112 (0.3 g, 0.625 mmol) and pyridine hydrochloride (3.0 g, 26.0 mmol) was heated as described in example 17 to get the title compound. The reactants are C[O-], CO, NCc1ccc(Cl)cc1, [Na+], CCOC(=O)c1cn2c3c(cc(C#CCO)cc3c1=O)CC2(C)C. Product: CC1(C)Cc2cc(C#CCO)cc3c(=O)c(C(=O)NCc4ccc(Cl)cc4)cn1c23. Reaction SMILES: [CH3:10][O-:11].[CH3:37][OH:38].[Cl:1][c:2]1[cH:3][cH:4][c:5]([CH2:6][NH2:7])[cH:8][cH:9]1.[Na+:12].[OH:13][CH2:14][C:15]#[C:16][c:17]1[cH:18][c:19]2[c:20](=[O:36])[c:21]([C:31](=[O:32])[O:33][CH2:34][CH3:35])[cH:22][n:23]3[c:24]2[c:25]([cH:26]1)[CH2:27][C:28]3([CH3:29])[CH3:30]>>[Cl:1][c:2]1[cH:3][cH:4][c:5]([CH2:6][NH:7][C:31]([c:21]2[c:20](=[O:36])[c:19]3[cH:18][c:17]([C:16]#[C:15][CH2:14][OH:13])[cH:26][c:25]4[c:24]3[n:23]([cH:22]2)[C:28]([CH3:29])([CH3:30])[CH2:27]4)=[O:32])[cH:8][cH:9]1. Starting materials: C1CCOC1, CCN=C=NCCCN(C)C, CO, [Cl-], COC(=O)c1ccc(CC(C(=O)Nc2ccc(Cl)cc2)N2CCN(C)CC2)cc1, ClCCl, Cl, [Li+], [Li+], Nc1ccccc1N, CN(C)C=O, [OH-], O, On1nnc2ccccc21. Yields the product CN1CCN(C(Cc2ccc(C(=O)Nc3ccccc3N)cc2)C(=O)Nc2ccc(Cl)cc2)CC1. As a reaction SMILES: [CH2:65]1[O:66][CH2:67][CH2:68][CH2:69]1.[CH3:44][CH2:45][N:46]=[C:47]=[N:48][CH2:49][CH2:50][CH2:51][N:52]([CH3:53])[CH3:54].[CH3:70][OH:71].[Cl-:34].[Cl:1][c:2]1[cH:3][cH:4][c:5]([NH:8][C:9]([CH:10]([CH2:11][c:12]2[cH:13][cH:14][c:15]([C:16]([O:18][CH3:17])=[O:19])[cH:20][cH:21]2)[N:22]2[CH2:23][CH2:24][N:25]([CH3:28])[CH2:26][CH2:27]2)=[O:29])[cH:6][cH:7]1.[Cl:77][CH2:78][Cl:79].[ClH:33].[Li+:31].[Li+:35].[NH2:36][c:37]1[cH:38][cH:39][cH:40][cH:41][c:42]1[NH2:43].[O:72]=[CH:73][N:74]([CH3:75])[CH3:76].[OH-:30].[OH2:32].[OH:55][n:56]1[c:57]2[c:58]([cH:59][cH:60][cH:61][cH:62]2)[n:63][n:64]1>>[Cl:1][c:2]1[cH:3][cH:4][c:5]([NH:8][C:9]([CH:10]([CH2:11][c:12]2[cH:13][cH:14][c:15]([C:16](=[O:18])[NH:43][c:42]3[c:37]([NH2:36])[cH:38][cH:39][cH:40][cH:41]3)[cH:20][cH:21]2)[N:22]2[CH2:23][CH2:24][N:25]([CH3:28])[CH2:26][CH2:27]2)=[O:29])[cH:6][cH:7]1.